Dataset: the Open Reaction Database (ORD), a public repository of structured organic reaction records. Task: describe an organic reaction: reactants, conditions, products, and yield Reactants: Cl.CC(CNCC1C(CCC1)N)C (racemic-(1S,2S)-2-{[(2-methylpropyl)amino]methyl}cyclopentanamine hydrochloride), 16a, racemic-(3aS,5aS,13aS)-N-[(2,4-difluorophenyl)methyl]-5 (2-methylpropyl)-10,12-dioxol 11-[(phenylmethyl)oxy]-2,3,3a,4,5,5a,6,10,12,13a-decahydro-1H-cyclopenta[e]pyrido[1′,2′:4,5]pyrazino[1,2-a]pyrimidine-9-carboxamide, FC1=C(C=CC(=C1)F)CNC(=O)C=1C(C(=C2N(CC3N(C4C(CN3CC(C)C)CCC4)C2=O)C1)OCC1=CC=CC=C1)=O (racemic-(3aS,5aS,13aS)-N-[(2,4-difluorophenyl)methyl]-5-(2-methylpropyl)-10,12-dioxo-11-[(phenylmethyl)oxy]2,3,3a,4,5,5a,6,10,12,13a-decahydro-1H-cyclopenta[e]pyrido[1′,2′:4,5]pyrazino[1,2-a]pyrimidine-9-carboxamide). The reagents and catalysts are [Pd] (Pd/C). Yields the product FC1=C(C=CC(=C1)F)CNC(=O)C=1C(C(=C2N(CC3N(C4C(CN3CC(C)C)CCC4)C2=O)C1)O)=O (racemic-(3aS,5aS,13aS)-N-[(2,4-Difluorophenyl)methyl]-11-hydroxy-5-(2-meth ylpropyl)-10,12-dioxo-2,3,3a,4,5,5a,6,10,12,13a-decahydro-1H-cyclopenta[e]pyrido[1′,2′:4,5]pyrazino[1,2-a]pyrimidine-9-carboxamide). RXN SMILES: Cl.CC(C)CNCC1CCCC1N.[F:14][C:15]1[CH:20]=[C:19]([F:21])[CH:18]=[CH:17][C:16]=1[CH2:22][NH:23][C:24]([C:26]1[C:27](=[O:56])[C:28]([O:48]CC2C=CC=CC=2)=[C:29]2[C:45](=[O:46])[N:33]3[CH:34]4[CH2:44][CH2:43][CH2:42][CH:35]4[CH2:36][N:37]([CH2:38][CH:39]([CH3:41])[CH3:40])[CH:32]3[CH2:31][N:30]2[CH:47]=1)=[O:25]>[Pd]>[F:14][C:15]1[CH:20]=[C:19]([F:21])[CH:18]=[CH:17][C:16]=1[CH2:22][NH:23][C:24]([C:26]1[C:27](=[O:56])[C:28]([OH:48])=[C:29]2[C:45](=[O:46])[N:33]3[CH:34]4[CH2:44][CH2:43][CH2:42][CH:35]4[CH2:36][N:37]([CH2:38][CH:39]([CH3:41])[CH3:40])[CH:32]3[CH2:31][N:30]2[CH:47]=1)=[O:25] |f:0.1|. Reported procedure: In a manner similar to that described in example Z-35, from racemic-(1S,2S)-2-{[(2-methylpropyl)amino]methyl}cyclopentanamine hydrochloride 105 mg, 0.434 mmol) and 16a (56 mg, 0.119 mmol) was prepared racemic-(3aS,5aS,13aS)-N-[(2,4-difluorophenyl)methyl]-5 (2-methylpropyl)-10,12-dioxol-11-[(phenylmethyl)oxy]-2,3,3a,4,5,5a,6,10,12,13a-decahydro-1H-cyclopenta[e]pyrido[1′,2′:4,5]pyrazino[1,2-a]pyrimidine-9-carboxamide (62 mg, 74%). This material was deprotected in a second step similar to the proce... Starting materials: COC1=CC=CC2=C1C(CO2)NC=2OCC1=C(N2)C=CC(=C1)N (rac-N2-(4-Methoxy-2,3-dihydro-benzofuran-3-yl)-4H-benzo[d][1,3]oxazine-2,6-diamine), C1(=CC=CC=C1)S(=O)(=O)Cl (benzenesulfonyl chloride). Yields the product COC1=CC=CC2=C1C(CO2)NC=2OCC1=C(N2)C=CC(=C1)NS(=O)(=O)C1=CC=CC=C1 (rac-N-[2-(4-Methoxy-2,3-dihydro-benzofuran-3-ylamino)-4H-benzo[d][1,3]oxazin-6-yl]-benzenesulfonamide). Yield: 55.1%. As a reaction SMILES: [CH3:1][O:2][C:3]1[C:8]2[CH:9]([NH:12][C:13]3[O:14][CH2:15][C:16]4[CH:22]=[C:21]([NH2:23])[CH:20]=[CH:19][C:17]=4[N:18]=3)[CH2:10][O:11][C:7]=2[CH:6]=[CH:5][CH:4]=1.[C:24]1([S:30](Cl)(=[O:32])=[O:31])[CH:29]=[CH:28][CH:27]=[CH:26][CH:25]=1>>[CH3:1][O:2][C:3]1[C:8]2[CH:9]([NH:12][C:13]3[O:14][CH2:15][C:16]4[CH:22]=[C:21]([NH:23][S:30]([C:24]5[CH:29]=[CH:28][CH:27]=[CH:26][CH:25]=5)(=[O:32])=[O:31])[CH:20]=[CH:19][C:17]=4[N:18]=3)[CH2:10][O:11][C:7]=2[CH:6]=[CH:5][CH:4]=1. Reported procedure: Prepared from rac-N2-(4-methoxy-2,3-dihydro-benzofuran-3-yl)-4H-benzo[d][1,3]oxazine-2,6-diamine (Example 6) (150 mg, 0.482 mmol) and benzenesulfonyl chloride (94 mg, 0.53 mmol) according to the procedure described for Example 27. Obtained the title compound as a white solid (120 mg, 55%), MS (ISP) m/e=452.3 [(M+H)+]. The product is CN1CCN(c2ccc(-c3cnc4c(c3)C(Oc3cccc(Cl)c3)CCN4)cn2)CC1. The reactants are Clc1cccc(OC2CCNc3ncc(Br)cc32)c1, CN1CCN(c2ccc(B3OC(C)(C)C(C)(C)O3)cn2)CC1, CO, ClCCl. RXN SMILES: [Br:1][c:2]1[cH:3][c:4]2[c:9]([n:10][cH:11]1)[NH:8][CH2:7][CH2:6][CH:5]2[O:12][c:13]1[cH:14][c:15]([Cl:19])[cH:16][cH:17][cH:18]1.[CH3:20][N:21]1[CH2:22][CH2:23][N:24]([c:27]2[n:28][cH:29][c:30]([B:33]3[O:34][C:35]([CH3:36])([CH3:37])[C:38]([CH3:39])([CH3:40])[O:41]3)[cH:31][cH:32]2)[CH2:25][CH2:26]1.[CH3:42][OH:43].[Cl:44][CH2:45][Cl:46]>>[c:2]1(-[c:30]2[cH:29][n:28][c:27]([N:24]3[CH2:23][CH2:22][N:21]([CH3:20])[CH2:26][CH2:25]3)[cH:32][cH:31]2)[cH:3][c:4]2[c:9]([n:10][cH:11]1)[NH:8][CH2:7][CH2:6][CH:5]2[O:12][c:13]1[cH:14][c:15]([Cl:19])[cH:16][cH:17][cH:18]1. Starting materials: Mesyl anhydride, FC(C(=O)N1C(O[C@@H]([C@H]1CF)C1=CC=C(C=C1)C1=CN=C(S1)CO)(C)C)F (2,2-difluoro-1-((4S,5R)-4-(fluoromethyl)-5-(4-(2-(hydroxymethyl)thiazol-5-yl)phenyl)-2,2-dimethyl-oxazolidin-3-yl)ethanone), N1=CC=CC=C1 (Pyridine), C(C)(C)N(CC)C(C)C (Diisopropylethylamine), Cl (HCl). The solvent is C(=O)(O)[O-].[Na+] (NaHCO3), C(Cl)Cl (CH2Cl2), C(Cl)Cl (CH2Cl2). Reaction conditions: time 1 hour. Yields the product FC(C(=O)N1C(O[C@@H]([C@H]1CF)C1=CC=C(C=C1)C1=CN=C(S1)CNC)(C)C)F (2,2-difluoro-1-((4S,5R)-4-(fluoromethyl)-2,2-dimethyl-5-(4-(2-((methylamino)methyl)thiazol-5-yl)phenyl)oxazolidin-3-yl)ethanone). The yield is 32.8%. RXN SMILES: [F:1][CH:2]([F:27])[C:3]([N:5]1[C@H:9]([CH2:10][F:11])[C@@H:8]([C:12]2[CH:17]=[CH:16][C:15]([C:18]3[S:22][C:21]([CH2:23]O)=[N:20][CH:19]=3)=[CH:14][CH:13]=2)[O:7][C:6]1([CH3:26])[CH3:25])=[O:4].[N:28]1C=CC=C[CH:29]=1.C(N(C(C)C)CC)(C)C.Cl>C(Cl)Cl.C([O-])(O)=O.[Na+]>[F:1][CH:2]([F:27])[C:3]([N:5]1[C@H:9]([CH2:10][F:11])[C@@H:8]([C:12]2[CH:17]=[CH:16][C:15]([C:18]3[S:22][C:21]([CH2:23][NH:28][CH3:29])=[N:20][CH:19]=3)=[CH:14][CH:13]=2)[O:7][C:6]1([CH3:25])[CH3:26])=[O:4] |f:5.6|. Procedure: Mesyl anhydride (860 mg, 4.9 mmol) is added to 2,2-difluoro-1-((4S,5R)-4-(fluoromethyl)-5-(4-(2-(hydroxymethyl)thiazol-5-yl)phenyl)-2,2-dimethyl-oxazolidin-3-yl)ethanone (1.4 g, 3.5 mmol) in CH2Cl2 (35 mL). Pyridine (0.5 mL, 5.9 mmol) is added and stirred at room temperature for 1 hour. The reaction is diluted with CH2Cl2 (35 mL) and washed with water and brine. The organic phase is dried (Na2SO4) and concentrated under vacuum. The crude mesylate is dissolved in acetonitrile (10 mL) and transfer... Starting materials: S(=O)(Cl)Cl (Thionyl chloride), IC1=C(C(=O)O)C=CC=C1 (2-iodo-benzoic acid), CN (methylamine). The solvent is C1(=CC=CC=C1)C (toluene). Conditions: temperature 0 celsius, time 16 hour. Product: IC1=C(C(=O)NC)C=CC=C1 (2-iodo-N-methyl-benzamide). As a reaction SMILES: S(Cl)(Cl)=O.[I:5][C:6]1[CH:14]=[CH:13][CH:12]=[CH:11][C:7]=1[C:8](O)=[O:9].[CH3:15][NH2:16]>C1(C)C=CC=CC=1>[I:5][C:6]1[CH:14]=[CH:13][CH:12]=[CH:11][C:7]=1[C:8]([NH:16][CH3:15])=[O:9]. Reported procedure: Thionyl chloride (29.4 mL, 404 mmol) is added to a solution of (2-iodo-benzoic acid (50.0 g, 202 mmol) in dry toluene (600 mL). The mixture is heated to reflux for 4 hours and the solvent is removed in vacuo. The remanence is redissolved in dry toluene (600 mL) and cooled to 0° C. 40% methylamine (aq., 94.1 mL, 1.21 mol) is added dropwise at 0-5° C. during 30 minutes. The mixture is then stirred at ambient temperature for 16 hours, poured onto water (300 mL) and extracted with ethyl acetate (3×3... Reaction SMILES: [CH2:1]([CH2:2][CH2:3][CH3:4])[CH:5]([CH2:6][CH2:7][CH2:8][CH2:9][CH2:10][OH:11])[CH:12]=[CH2:13].[CH3:14][C:15]([O-:16])=[O:17].[CH3:18][C:19]([O:20][C:21](=[O:22])[CH3:23])=[O:24].[CH3:25][N:26]([CH3:27])[c:28]1[cH:29][cH:30][n:31][cH:32][cH:33]1.[cH:34]1[cH:35][cH:36][n:37][cH:38][cH:39]1>>[CH2:1]([CH2:2][CH2:3][CH3:4])[CH:5]([CH2:6][CH2:7][CH2:8][CH2:9][CH2:10][O:11][C:15]([CH3:14])=[O:16])[CH:12]=[CH2:13]. Starting materials: C=CC(CCCC)CCCCCO, CC(=O)[O-], CC(=O)OC(C)=O, CN(C)c1ccncc1, c1ccncc1. Product: C=CC(CCCC)CCCCCOC(C)=O. Reactants: C(C)(C)(C)OC(NN)=O (t-butylcarbazate), C(C1=CC=CC=C1)(=O)C1=CC=NC=C1 (4-benzoylpyridine). The solvent is O (water), C(C)O (ethanol). Yields the product N1=CC=C(C=C1)C(C1=CC=CC=C1)=NNC(=O)OC(C)(C)C (1,1-dimethylethyl (α-4-pyridinylbenzylidene)carbazate). Yield: 11.9%. As a reaction SMILES: [C:1]([O:5][C:6](=[O:9])[NH:7][NH2:8])([CH3:4])([CH3:3])[CH3:2].[C:10]([C:18]1[CH:23]=[CH:22][N:21]=[CH:20][CH:19]=1)(=O)[C:11]1[CH:16]=[CH:15][CH:14]=[CH:13][CH:12]=1>O.C(O)C>[N:21]1[CH:22]=[CH:23][C:18]([C:10](=[N:8][NH:7][C:6]([O:5][C:1]([CH3:4])([CH3:3])[CH3:2])=[O:9])[C:11]2[CH:12]=[CH:13][CH:14]=[CH:15][CH:16]=2)=[CH:19][CH:20]=1. Procedure: To 6.61 gm (0.05 mole) of t-butylcarbazate dissolved in 100 ml of warm water is added 9.16 gm (0.05 mole) of 4-benzoylpyridine in 30 ml of ethanol. The mixture is refluxed 7 hr. Cooling several weeks yields 1.77 gm (12%) of the title compound having a melting point of 134.5° C. The reactants are CCOC(=O)CC(=O)C1CC1, O=C(Cl)c1cncnc1. The product is CCOC(=O)C(C(=O)c1cncnc1)C(=O)C1CC1. RXN SMILES: [CH2:1]([CH3:2])[O:3][C:4]([CH2:5][C:6](=[O:7])[CH:8]1[CH2:9][CH2:10]1)=[O:11].[n:12]1[cH:13][n:14][cH:15][c:16]([C:18](=[O:19])[Cl:20])[cH:17]1>>[CH2:1]([CH3:2])[O:3][C:4]([CH:5]([C:6](=[O:7])[CH:8]1[CH2:9][CH2:10]1)[C:18]([c:16]1[cH:15][n:14][cH:13][n:12][cH:17]1)=[O:19])=[O:11].